From a dataset of the Open Reaction Database (ORD), a public repository of structured organic reaction records. describe an organic reaction: reactants, conditions, products, and yield Starting materials: polyphosphoric acid ethyl ester, C(CCCCC(=O)O)(=O)O (adipic acid), C1(=CC=CC=C1)N=NC1=CC=C(C=C1)O (p-(phenylazo)-phenol). Solvent: C(Cl)(Cl)Cl (chloroform), C(Cl)(Cl)Cl (chloroform). Reaction conditions: time 4 hour. Product: C1(=CC=CC=C1)N=NC1=CC=C(C=C1)OC(CCCCC(=O)OC1=CC=C(C=C1)N=NC1=CC=CC=C1)=O (adipic acid bis(4-phenylazophenyl)ester). As a reaction SMILES: [C:1]([OH:10])(=[O:9])[CH2:2][CH2:3][CH2:4][CH2:5][C:6]([OH:8])=[O:7].[C:11]1([N:17]=[N:18][C:19]2[CH:24]=[CH:23][C:22](O)=[CH:21][CH:20]=2)[CH:16]=[CH:15][CH:14]=[CH:13][CH:12]=1>C(Cl)(Cl)Cl>[C:11]1([N:17]=[N:18][C:19]2[CH:24]=[CH:23][C:22]([O:7][C:6](=[O:8])[CH2:5][CH2:4][CH2:3][CH2:2][C:1]([O:10][C:22]3[CH:21]=[CH:20][C:19]([N:18]=[N:17][C:11]4[CH:16]=[CH:15][CH:14]=[CH:13][CH:12]=4)=[CH:24][CH:23]=3)=[O:9])=[CH:21][CH:20]=2)[CH:16]=[CH:15][CH:14]=[CH:13][CH:12]=1. Procedure details: 164 g. of polyphosphoric acid ethyl ester is dissolved in 60 ml. of chloroform. A suspension of 14.86 g. of adipic acid and 40.0 g. of p-(phenylazo)-phenol in 340 ml. of chloroform is added to this solution. The reaction mixture is agitated for 4 hours. Then, 35 g. of adipic acid bis(4-phenylazophenyl)ester is obtained by vacuum-filtering the reaction mixture; this product is recrystallized from ethyl acetate. In this way, 30 g. of a pure compound is obtained, m.p. 176°-177° C.